From a dataset of the Open Reaction Database (ORD), a public repository of structured organic reaction records. describe an organic reaction: reactants, conditions, products, and yield The reactants are IC=1N=CN(C1)C(C1=CC=CC=C1)(C1=CC=CC=C1)C1=CC=CC=C1 (4-iodo-1-trityl-1H-imidazole), BrCC1=C(C=C(C#N)C=C1)F (4-bromomethyl-3-fluorobenzonitrile). Run at time 7 day. The product is FC=1C=C(C#N)C=CC1CN1C=NC=C1I (3-Fluoro-4-(5-iodo-imidazol-1-ylmethyl)benzonitrile). RXN SMILES: [I:1][C:2]1[N:3]=[CH:4][N:5](C(C2C=CC=CC=2)(C2C=CC=CC=2)C2C=CC=CC=2)[CH:6]=1.Br[CH2:27][C:28]1[CH:35]=[CH:34][C:31]([C:32]#[N:33])=[CH:30][C:29]=1[F:36]>>[F:36][C:29]1[CH:30]=[C:31]([CH:34]=[CH:35][C:28]=1[CH2:27][N:3]1[C:2]([I:1])=[CH:6][N:5]=[CH:4]1)[C:32]#[N:33]. Reported procedure: A mixture of 4-iodo-1-trityl-1H-imidazole (17.1 g, 39.2 mmol) and 4-bromomethyl-3-fluorobenzonitrile (9.65 g, 45.08 mmol) in 150 mL of dry actetonitrile is stirred at room temperature for 7 days. After concentration, the residue is mixed with methanol, and heated to reflux for 1.5 h. The solvent is subsequently removed and the residue is treated with 1M HCl (300 mL). The resulting suspension is filtered and the washed with HCl (1M). The combined solution is adjusted to PH 9-10 by saturated NaHCO... The reactants are C[O-], CO, O=C(O)c1cccnc1Cl, Oc1cccc(C(F)(F)F)c1, [Na+]. Yields the product O=C(O)c1cccnc1Oc1cccc(C(F)(F)F)c1. As a reaction SMILES: [CH3:1][O-:2].[CH3:25][OH:26].[Cl:15][c:16]1[c:17]([C:18](=[O:19])[OH:20])[cH:21][cH:22][cH:23][n:24]1.[F:4][C:5]([c:6]1[cH:7][c:8]([OH:12])[cH:9][cH:10][cH:11]1)([F:13])[F:14].[Na+:3]>>[F:4][C:5]([c:6]1[cH:7][c:8]([O:12][c:16]2[c:17]([C:18](=[O:19])[OH:20])[cH:21][cH:22][cH:23][n:24]2)[cH:9][cH:10][cH:11]1)([F:13])[F:14]. Reactants: C1(=CC=C(C=C1)C1C(OC(C1)OC)OC)C1=CC=CC=C1 (3-biphenyl-4-yl-2,5-dimethoxy-tetrahydrofuran), C(C1=CC=CC=C1)OC(CC(C(=O)NC1C(NCCOCCN2C3=CC=CC=C3C(C1)=C2)=O)N2C=C(C=C2)C2=CC=CC=C2)=O (N-(8-oxo-4-oxa-1,7-diaza-tricyclo-[9.6.1.012,17]-octadeca-11(18), 12,14,16-tetraen-9-yl)-3-(3-phenyl-1H-pyrrol-1-yl)succinamic acid benzyl ester), C(C1=CC=CC=C1)OC(C[C@H](C(=O)N[C@@H](CC(C)C)C(N(C)OC)=O)N)=O (3(R)-amino-N-(1(S)-(N-methoxy-N-methylcarbamoyl)-3-methyl-butyl)succinamic acid benzyl ester), FC(C(=O)O)(F)F (trifluoroacetic acid), amine, C(C1=CC=CC=C1)OC([C@@H](CC(=O)N[C@@H](CC(C)C)C(N(C)OC)=O)N1C=C(C=C1)C1=CC=C(C=C1)C1=CC=CC=C1)=O ((R)-(3-biphenyl-4-yl-1H-pyrrol-1-yl)-N-[1(S)-(N-methoxy-N-methylcarbamoyl)-3-methyl-butyl]succinamic acid benzyl ester). Solvent: ClCCCl (1,2-dichloroethane). The product is C(C1=CC=CC=C1)OC(C[C@H](C(=O)N[C@@H](CC(C)C)C(N(C)OC)=O)N1C=C(C=C1)C1=CC=C(C=C1)C1=CC=CC=C1)=O (3(R)-(3-Biphenyl-4-yl-1H-pyrrol-1-yl)-N-[1(S)-(N-methoxy-N-methylcarbamoyl)-3-methyl- butyl]succinamic Acid Benzyl Ester). Isolated yield 48.0%. RXN SMILES: C(OC(=O)CC(N1C=CC(C2C=CC=CC=2)=C1)C(NC1CC2=CN(C3C2=CC=CC=3)CCOCCNC1=O)=O)C1C=CC=CC=1.[CH2:46]([O:53][C:54](=[O:72])[CH2:55][C@@H:56]([NH2:71])[C:57]([NH:59][C@H:60]([C:65](=[O:70])[N:66]([O:68][CH3:69])[CH3:67])[CH2:61][CH:62]([CH3:64])[CH3:63])=[O:58])[C:47]1[CH:52]=[CH:51][CH:50]=[CH:49][CH:48]=1.[C:73]1([C:88]2[CH:93]=[CH:92][CH:91]=[CH:90][CH:89]=2)[CH:78]=[CH:77][C:76]([CH:79]2[CH2:83][CH:82](OC)O[CH:80]2OC)=[CH:75][CH:74]=1.FC(F)(F)C(O)=O.C(OC(=O)[C@H](N1C=CC(C2C=CC(C3C=CC=CC=3)=CC=2)=C1)CC(N[C@H](C(=O)N(OC)C)CC(C)C)=O)C1C=CC=CC=1>ClCCCl>[CH2:46]([O:53][C:54](=[O:72])[CH2:55][C@@H:56]([N:71]1[CH:82]=[CH:83][C:79]([C:76]2[CH:77]=[CH:78][C:73]([C:88]3[CH:93]=[CH:92][CH:91]=[CH:90][CH:89]=3)=[CH:74][CH:75]=2)=[CH:80]1)[C:57]([NH:59][C@H:60]([C:65](=[O:70])[N:66]([O:68][CH3:69])[CH3:67])[CH2:61][CH:62]([CH3:63])[CH3:64])=[O:58])[C:47]1[CH:48]=[CH:49][CH:50]=[CH:51][CH:52]=1. Procedure: As described in Example 1(c) for the preparation of N-(8-oxo-4-oxa-1,7-diaza-tricyclo-[9.6.1.012,17]-octadeca-11(18), 12,14,16-tetraen-9-yl)-3-(3-phenyl-1H-pyrrol-1-yl)succinamic acid benzyl ester, 3(R)-amino-N-(1(S)-(N-methoxy-N-methylcarbamoyl)-3-methyl-butyl)succinamic acid benzyl ester was deprotected. The crude amine salt and 3-biphenyl-4-yl-2,5-dimethoxy-tetrahydrofuran (prepared as described in Example 1(a)) were condensed in anhydrous 1,2-dichloroethane with trifluoroacetic acid to provi... The reactants are ClC=1C=C(C(=C(C1)C=1C=CC2=C(SCC2NC(=O)C2(CC2)N)C1)C=1N=NN(N1)C)F (1-Amino-cyclopropanecarboxylic acid{(rac)-6-[5-chloro-3-fluoro-2-(2-methyl-2H-tetrazol-5-yl)-phenyl]-2,3-dihydro-benzo[b]thiophen-3-yl}-amide), COC1=NOC(=C1)C(=O)O (3-methoxy-isoxazole-5-carboxylic acid). The product is ClC=1C=C(C(=C(C1)C=1C=CC2=C(SCC2NC(=O)C2(CC2)NC(=O)C2=CC(=NO2)OC)C1)C=1N=NN(N1)C)F (3-Methoxy-isoxazole-5-carboxylic acid(1-{(rac)-6-[5-chloro-3-fluoro-2-(2-methyl-2H-tetrazol-5-yl)-phenyl]-2,3-dihydro-benzo[b]thiophen-3-ylcarbamoyl}-cyclopropyl)-amide). RXN SMILES: [Cl:1][C:2]1[CH:3]=[C:4]([F:30])[C:5]([C:24]2[N:25]=[N:26][N:27]([CH3:29])[N:28]=2)=[C:6]([C:8]2[CH:9]=[CH:10][C:11]3[CH:15]([NH:16][C:17]([C:19]4([NH2:22])[CH2:21][CH2:20]4)=[O:18])[CH2:14][S:13][C:12]=3[CH:23]=2)[CH:7]=1.[CH3:31][O:32][C:33]1[CH:37]=[C:36]([C:38](O)=[O:39])[O:35][N:34]=1>>[Cl:1][C:2]1[CH:3]=[C:4]([F:30])[C:5]([C:24]2[N:25]=[N:26][N:27]([CH3:29])[N:28]=2)=[C:6]([C:8]2[CH:9]=[CH:10][C:11]3[CH:15]([NH:16][C:17]([C:19]4([NH:22][C:38]([C:36]5[O:35][N:34]=[C:33]([O:32][CH3:31])[CH:37]=5)=[O:39])[CH2:21][CH2:20]4)=[O:18])[CH2:14][S:13][C:12]=3[CH:23]=2)[CH:7]=1. Reported procedure: In analogy to the procedure described for the preparation of intermediate A-1 [B], 1-amino-cyclopropanecarboxylic acid{(rac)-6-[5-chloro-3-fluoro-2-(2-methyl-2H-tetrazol-5-yl)-phenyl]-2,3-dihydro-benzo[b]thiophen-3-yl}-amide (example 61) has been coupled with 3-methoxy-isoxazole-5-carboxylic acid to yield the title compound as light yellow oil. MS: 570.1 (MH+, 1Cl). Starting materials: mixture, BrC=1C=C(C=O)C=CC1 (3-bromo benzaldehyde), Cl (hydrochloric acid), C=O (formaldehyde), [OH-].[K+] (potassium hydroxide), CO (methanol). Run in O (water). Run at temperature 60 celsius, time 6 hour. Yields the product C(C)(=O)OCC1=CC(=CC=C1)Br (3-bromobenzyl acetate). Isolated yield 72.0%. RXN SMILES: [Br:1][C:2]1[CH:3]=[C:4]([CH:7]=[CH:8][CH:9]=1)[CH:5]=[O:6].[CH2:10]=[O:11].[OH-].[K+].Cl.[CH3:15]O>O>[C:10]([O:6][CH2:5][C:4]1[CH:7]=[CH:8][CH:9]=[C:2]([Br:1])[CH:3]=1)(=[O:11])[CH3:15] |f:2.3|. Reported procedure: Into a solution of 321 g. of 3-bromo benzaldehyde, 220 cm3 of 30% formaldehyde and 600 cm3. of methanol one-third of the solution of 300 g. of potassium hydroxide in 300 cm3. of water are dropped at 50° C. while stirring then the reaction mixture is stirred at this temperature for 1 hour. The temperature is raised to 60° C. and at this temperature the second third part of the base solution are dropped into the reaction mixture. After stirring the reaction mixture 1 hour at 60° C. the temperature... Reactants: C(C(C)C)OC1=C(C=CC=C1)C(\C=C\C=1C=C2C(=NNC2=CC1)C)=O ((E)-1-(2-isobutoxyphenyl)-3-(3-methyl-1H-indazol-5-yl)prop-2-en-1-one), N1(N=NC2=C1C=CC=C2)CC(=O)N (2-(1H-benzo[d][1,2,3]triazol-1-yl)acetamide), [OH-].[Na+] (NaOH). Run in CCO (EtOH). Reaction conditions: temperature 90 celsius. Yields the product CC1=NNC2=CC=C(C=C12)C1=CC(NC(=C1)C1=C(C=CC=C1)OCC(C)C)=O (4-(3-methyl-1H-indazol-5-yl)-6-{2-[(2-methylpropyl)oxy]phenyl}pyridin-2(1H)-one). Isolated yield 21.4%. Reaction SMILES: [CH2:1]([O:5][C:6]1[CH:11]=[CH:10][CH:9]=[CH:8][C:7]=1[C:12](=O)/[CH:13]=[CH:14]/[C:15]1[CH:16]=[C:17]2[C:21](=[CH:22][CH:23]=1)[NH:20][N:19]=[C:18]2[CH3:24])[CH:2]([CH3:4])[CH3:3].N1([CH2:35][C:36]([NH2:38])=[O:37])C2C=CC=CC=2N=N1.[OH-].[Na+]>CCO>[CH3:24][C:18]1[C:17]2[C:21](=[CH:22][CH:23]=[C:15]([C:14]3[CH:13]=[C:12]([C:7]4[CH:8]=[CH:9][CH:10]=[CH:11][C:6]=4[O:5][CH2:1][CH:2]([CH3:4])[CH3:3])[NH:38][C:36](=[O:37])[CH:35]=3)[CH:16]=2)[NH:20][N:19]=1 |f:2.3|. Procedure details: To a mixture of (E)-1-(2-isobutoxyphenyl)-3-(3-methyl-1H-indazol-5-yl)prop-2-en-1-one (50 mg, 0.15 mmol), 2-(1H-benzo[d][1,2,3]triazol-1-yl)acetamide (Aldrich) (50 mg, 2.84 mmol), and 20 mg of NaOH in 10 mL of EtOH was heated to 90° C. for 4 h. The reaction mixture was concentrated down and purified by preparative HPLC (reverse-phase, acetonitrile/water with 0.01% ammonium acetate) to afford 4-(3-methyl-1H-indazol-5-yl)-6-{2-[(2-methylpropyl)oxy]phenyl}pyridin-2(1H)-one (12 mg, 21.4%). 1H NMR (4... The reactants are C(C)(=O)C1=NN(C(=C1S(=O)C)N)C1=C(C=C(C=C1Cl)C(F)(F)F)Cl (3-acetyl-5-amino-1-(2,6-dichloro-4-trifluoromethylphenyl)-4-methylsulfinylpyrazole), FC(SCl)(F)F (trifluoromethylthio chloride). Product: C(C)(=O)C1=NN(C(=C1S(=O)C)NSC(F)(F)F)C1=C(C=C(C=C1Cl)C(F)(F)F)Cl (3-acetyl-1-(2,6dichloro-4-trifluoromethylphenyl)-4-methylsulfinyl-5-trifluoromethylthioaminopyrazole). Reaction SMILES: [C:1]([C:4]1[C:8]([S:9]([CH3:11])=[O:10])=[C:7]([NH2:12])[N:6]([C:13]2[C:18]([Cl:19])=[CH:17][C:16]([C:20]([F:23])([F:22])[F:21])=[CH:15][C:14]=2[Cl:24])[N:5]=1)(=[O:3])[CH3:2].[F:25][C:26]([F:30])([F:29])[S:27]Cl>>[C:1]([C:4]1[C:8]([S:9]([CH3:11])=[O:10])=[C:7]([NH:12][S:27][C:26]([F:30])([F:29])[F:25])[N:6]([C:13]2[C:14]([Cl:24])=[CH:15][C:16]([C:20]([F:22])([F:21])[F:23])=[CH:17][C:18]=2[Cl:19])[N:5]=1)(=[O:3])[CH3:2]. Procedure details: thiolating 3-acetyl-5-amino-1-(2,6-dichloro-4-trifluoromethylphenyl)-4-methylsulfinylpyrazole with trifluoromethylthio chloride to afford 3-acetyl-1-(2,6dichloro-4-trifluoromethylphenyl)-4-methylsulfinyl-5-trifluoromethylthioaminopyrazole; Reactants: C(C)(C)(C)C1=CC=C(S1)C(=O)N[C@H](C(=O)N1CC(C1)C(=O)OC)CC1=CC=C(C=C1)C1=NC=C(C=N1)C1=CC=C(C=C1)OCCCCCCC ((S)-methyl 1-(2-(5-(tert-butyl)thiophene-2-carboxamido)-3-(4-(5-(4-(heptyloxy)phenyl)pyrimidin-2-yl)phenyl)propanoyl)azetidine-3-carboxylate), S(O)(O)(=O)=O (sulfuric acid), aqueous solution. Run in C1CCOC1 (THF), O (water). Reaction conditions: time 24 hour. The product is AcOH EA DCM iso-hexanes, C(C)(C)(C)C1=CC=C(S1)C(=O)N[C@H](C(=O)N1CC(C1)C(=O)O)CC1=CC=C(C=C1)C1=NC=C(C=N1)C1=CC=C(C=C1)OCCCCCCC ((S)-1-(2-(5-(tert-butyl)thiophene-2-carboxamido)-3-(4-(5-(4-(heptyloxy)phenyl)pyrimidin-2-yl)phenyl)propanoyl)azetidine-3-carboxylic acid). The yield is 69.8%. Reaction SMILES: [C:1]([C:5]1[S:9][C:8]([C:10]([NH:12][C@@H:13]([CH2:24][C:25]2[CH:30]=[CH:29][C:28]([C:31]3[N:36]=[CH:35][C:34]([C:37]4[CH:42]=[CH:41][C:40]([O:43][CH2:44][CH2:45][CH2:46][CH2:47][CH2:48][CH2:49][CH3:50])=[CH:39][CH:38]=4)=[CH:33][N:32]=3)=[CH:27][CH:26]=2)[C:14]([N:16]2[CH2:19][CH:18]([C:20]([O:22]C)=[O:21])[CH2:17]2)=[O:15])=[O:11])=[CH:7][CH:6]=1)([CH3:4])([CH3:3])[CH3:2].S(=O)(=O)(O)O>C1COCC1.O>[C:1]([C:5]1[S:9][C:8]([C:10]([NH:12][C@@H:13]([CH2:24][C:25]2[CH:30]=[CH:29][C:28]([C:31]3[N:36]=[CH:35][C:34]([C:37]4[CH:42]=[CH:41][C:40]([O:43][CH2:44][CH2:45][CH2:46][CH2:47][CH2:48][CH2:49][CH3:50])=[CH:39][CH:38]=4)=[CH:33][N:32]=3)=[CH:27][CH:26]=2)[C:14]([N:16]2[CH2:19][CH:18]([C:20]([OH:22])=[O:21])[CH2:17]2)=[O:15])=[O:11])=[CH:7][CH:6]=1)([CH3:4])([CH3:3])[CH3:2]. Procedure: To a stirred solution of (S)-methyl 1-(2-(5-(tert-butyl)thiophene-2-carboxamido)-3-(4-(5-(4-(heptyloxy)phenyl)pyrimidin-2-yl)phenyl)propanoyl)azetidine-3-carboxylate (341 mg, 0.489 mmol) in THF (10 mL) was added sulfuric acid (3 mL of a 5 M aqueous solution, 15 mmol). After 24 h, the mixture was diluted with water (100 mL) and extracted with EA (2×100 mL). The combined organic extracts were washed with brine (50 mL), dried over MgSO4 and solvents evaporated. Column chromatography (AcOH/EA/DCM/is... Reactants: CC1=C(C=NC=C1)C=1C(NC(N(C1)CCCN1C[C@]2(C[C@H]2C1)C1=CC=C(C=C1)C(F)(F)F)=O)=O (5-(4-methyl-3-pyridinyl)-1-(3-{(1S,5R)-1-[4-(trifluoromethyl)phenyl]-3-azabicyclo[3.1.0]hex-3-yl}propyl)-2,4(1H,3H)-pyrimidinedione), Cl (HCl). Solvent: O1CCOCC1 (dioxane), O1CCOCC1 (dioxane). Yields the product Cl.Cl.CC1=C(C=NC=C1)C=1C(NC(N(C1)CCCN1C[C@]2(C[C@H]2C1)C1=CC=C(C=C1)C(F)(F)F)=O)=O (5-(4-methyl-3-pyridinyl)-1-(3-{(1S,5R)-1-[4-(trifluoromethyl)phenyl]-3-azabicyclo[3.1.0]hex-3-yl}propyl)-2,4(1H,3H)-pyrimidinedione dihydrochloride). RXN SMILES: [CH3:1][C:2]1[CH:7]=[CH:6][N:5]=[CH:4][C:3]=1[C:8]1[C:9](=[O:34])[NH:10][C:11](=[O:33])[N:12]([CH2:14][CH2:15][CH2:16][N:17]2[CH2:22][C@H:21]3[C@:19]([C:23]4[CH:28]=[CH:27][C:26]([C:29]([F:32])([F:31])[F:30])=[CH:25][CH:24]=4)([CH2:20]3)[CH2:18]2)[CH:13]=1.[ClH:35]>O1CCOCC1>[ClH:35].[ClH:35].[CH3:1][C:2]1[CH:7]=[CH:6][N:5]=[CH:4][C:3]=1[C:8]1[C:9](=[O:34])[NH:10][C:11](=[O:33])[N:12]([CH2:14][CH2:15][CH2:16][N:17]2[CH2:22][C@H:21]3[C@:19]([C:23]4[CH:24]=[CH:25][C:26]([C:29]([F:32])([F:31])[F:30])=[CH:27][CH:28]=4)([CH2:20]3)[CH2:18]2)[CH:13]=1 |f:3.4.5|. Procedure details: 5-(4-methyl-3-pyridinyl)-1-(3-{(1S,5R)-1-[4-(trifluoromethyl)phenyl]-3-azabicyclo[3.1.0]hex-3-yl}propyl)-2,4(1H,3H)-pyrimidinedione was suspended in dioxane (2 ml) and treated with a 4N HCl in dioxane solution (2 eq) to give the title compound as a white solid. Reactants: C(F)(F)(F)S(=O)(=O)O[K] (CF3SO3K), OS(=O)(=O)O (H2SO4). Product: S(O)(O)(=O)=O (sulfuric acid), C(F)(F)(F)S(=O)(=O)O (CF3SO3H). RXN SMILES: [C:1]([S:5]([O:8][K])(=[O:7])=[O:6])([F:4])([F:3])[F:2].[OH:10][S:11]([OH:14])(=[O:13])=[O:12]>>[S:11](=[O:12])(=[O:10])([OH:14])[OH:13].[C:1]([S:5]([OH:8])(=[O:7])=[O:6])([F:4])([F:3])[F:2]. Procedure details: That is, CH3SO2F is subjected to electrolytic fluorination using HF to obtain CF3SO2F. The resultant CF3SO2F is subjected to hydrolysis using KOH to obtain CF3SO3K. The CF3SO3K obtained is subjected to acid decomposition with the use of concentrated H2SO4 and if necessary, additionally fuming sulfuric acid at elevated temperature and under reduced pressure to obtain a CF3SO3H-containing reaction product. The reaction product obtained is subjected to simple distillation at a temperature of from 1...